From a dataset of the Open Reaction Database (ORD), a public repository of structured organic reaction records. describe an organic reaction: reactants, conditions, products, and yield Starting materials: O=C([O-])[O-], COC(=O)c1ccc(Cl)nc1, Cn1nnc(-c2ccccc2F)c1-c1c[nH]cn1, [K+], [K+], CN(C)C=O, O. The product is COC(=O)c1ccc(-n2cnc(-c3c(-c4ccccc4F)nnn3C)c2)nc1. Reaction SMILES: [C:30](=[O:31])([O-:32])[O-:33].[Cl:19][c:20]1[n:21][cH:22][c:23]([C:24](=[O:25])[O:26][CH3:27])[cH:28][cH:29]1.[F:1][c:2]1[c:3](-[c:8]2[n:9][n:10][n:11]([CH3:18])[c:12]2-[c:13]2[n:14][cH:15][nH:16][cH:17]2)[cH:4][cH:5][cH:6][cH:7]1.[K+:34].[K+:35].[O:37]=[CH:38][N:39]([CH3:40])[CH3:41].[OH2:36]>>[F:1][c:2]1[c:3](-[c:8]2[n:9][n:10][n:11]([CH3:18])[c:12]2-[c:13]2[n:14][cH:15][n:16](-[c:20]3[n:21][cH:22][c:23]([C:24](=[O:25])[O:26][CH3:27])[cH:28][cH:29]3)[cH:17]2)[cH:4][cH:5][cH:6][cH:7]1. Reactants: CCOC(=O)C1=CN=C(C=C1)Cl (Ethyl 6-chloro nicotinate), FC(OC1=CC=C(C=C1)O)(F)F (4-(trifluoromethoxy)phenol), C([O-])([O-])=O.[K+].[K+] (potassium carbonate), CN(C=O)C (N,N-dimethylformamide). Run in O (water). Run at temperature 105 celsius, time 8 hour. Yields the product C(C)OC(C1=CN=C(C=C1)OC1=CC=C(C=C1)OC(F)(F)F)=O (6-(4-trifluoromethoxyphenoxy)nicotinic acid ethyl ester). Yield: 85.0%. Reaction SMILES: [CH3:1][CH2:2][O:3][C:4]([C:6]1[CH:11]=[CH:10][C:9](Cl)=[N:8][CH:7]=1)=[O:5].[F:13][C:14]([F:24])([F:23])[O:15][C:16]1[CH:21]=[CH:20][C:19]([OH:22])=[CH:18][CH:17]=1.C(=O)([O-])[O-].[K+].[K+].CN(C)C=O>O>[CH2:2]([O:3][C:4](=[O:5])[C:6]1[CH:11]=[CH:10][C:9]([O:22][C:19]2[CH:20]=[CH:21][C:16]([O:15][C:14]([F:13])([F:23])[F:24])=[CH:17][CH:18]=2)=[N:8][CH:7]=1)[CH3:1] |f:2.3.4|. Reported procedure: Ethyl 6-chloro nicotinate (5.00 g, 26.9 mmol), 4-(trifluoromethoxy)phenol (5.28 g, 29.6 mmol), potassium carbonate (4.84 g, 35.0 mmol) and N,N-dimethylformamide (50 ml) were mixed and stirred at 100 to 110° C. overnight. The reaction mixture was poured into water, followed by extraction with ethyl acetate. The organic layer was washed with a saturated sodium chloride aqueous solution and dried over magnesium sulfate. The organic layer was concentrated under reduced pressure. The residue was puri...